This data is from the Open Reaction Database (ORD), a public repository of structured organic reaction records. The task is: describe an organic reaction: reactants, conditions, products, and yield Reactants: FC1=C(C=CC(=C1)[N+](=O)[O-])O (2-fluoro-4-nitrophenol), C1CN2CCN1CC2 (DABCO), ClC1=NC=NN2C1=CC(=C2)C2=CC(=NC=C2)N2CCOCC2 (4-chloro-6-(2-morpholinopyridin-4-yl)pyrrolo[2,1-f][1,2,4]triazine). The solvent is CC#N (MeCN). Run at time 2 hour. Product: FC1=C(OC2=NC=NN3C2=CC(=C3)C3=CC(=NC=C3)N3CCOCC3)C=CC(=C1)[N+](=O)[O-] (4-(2-Fluoro-4-nitrophenoxy)-6-(2-morpholinopyridin-4-yl)pyrrolo[2,1-f][1,2,4]triazine). The yield is 33.0%. As a reaction SMILES: Cl[C:2]1[C:7]2=[CH:8][C:9]([C:11]3[CH:16]=[CH:15][N:14]=[C:13]([N:17]4[CH2:22][CH2:21][O:20][CH2:19][CH2:18]4)[CH:12]=3)=[CH:10][N:6]2[N:5]=[CH:4][N:3]=1.[F:23][C:24]1[CH:29]=[C:28]([N+:30]([O-:32])=[O:31])[CH:27]=[CH:26][C:25]=1[OH:33].C1N2CCN(CC2)C1>CC#N>[F:23][C:24]1[CH:29]=[C:28]([N+:30]([O-:32])=[O:31])[CH:27]=[CH:26][C:25]=1[O:33][C:2]1[C:7]2=[CH:8][C:9]([C:11]3[CH:16]=[CH:15][N:14]=[C:13]([N:17]4[CH2:22][CH2:21][O:20][CH2:19][CH2:18]4)[CH:12]=3)=[CH:10][N:6]2[N:5]=[CH:4][N:3]=1. Procedure: To a suspension of the crude 4-chloro-6-(2-morpholinopyridin-4-yl)pyrrolo[2,1-f][1,2,4]triazine in MeCN (5 mL) were added 2-fluoro-4-nitrophenol (59 mg, 0.37 mmol) and DABCO (45 mg, 0.4 mmol). The reaction mixture was stirred at room temperature for 2 h. The solvent was removed in vacuo and the residue was purified by flash column chromatography (ISCO RediSep® silica gel cartridge) to give the desired compound (54 mg, 33% yield in two steps). MS(ESI) m/z 437.2 (M+H)+. Starting materials: O=C([O-])[O-], Cc1ccc(S(=O)(=O)OCC2CCC(C)N(C(=O)OC(C)(C)C)C2)cc1, CN1CCCC1=O, [Cs+], [Cs+], Oc1ccc(F)cn1. Product: CC1CCC(COc2ccc(F)cn2)CN1C(=O)OC(C)(C)C. RXN SMILES: [C:35](=[O:36])([O-:37])[O-:38].[CH3:1][CH:2]1[N:3]([C:20](=[O:21])[O:22][C:23]([CH3:24])([CH3:25])[CH3:26])[CH2:4][CH:5]([CH2:8][O:9][S:10]([c:11]2[cH:12][cH:13][c:14]([CH3:15])[cH:16][cH:17]2)(=[O:18])=[O:19])[CH2:6][CH2:7]1.[CH3:41][N:42]1[CH2:43][CH2:44][CH2:45][C:46]1=[O:47].[Cs+:39].[Cs+:40].[F:27][c:28]1[cH:29][cH:30][c:31]([OH:34])[n:32][cH:33]1>>[CH3:1][CH:2]1[N:3]([C:20](=[O:21])[O:22][C:23]([CH3:24])([CH3:25])[CH3:26])[CH2:4][CH:5]([CH2:8][O:9][c:31]2[cH:30][cH:29][c:28]([F:27])[cH:33][n:32]2)[CH2:6][CH2:7]1.